Dataset: the Open Reaction Database (ORD), a public repository of structured organic reaction records. Task: describe an organic reaction: reactants, conditions, products, and yield The reactants are O=C([O-])C(=O)[O-], C1CCOC1, CN1CCc2[nH]c3ccc(Cl)cc3c2C1, COc1ccc(C2CO2)cc1F, [H-], [Na+], CN(C)C=O, O=C(O)C(=O)O. The product is COc1ccc(C(O)Cn2c3c(c4cc(Cl)ccc42)CN(C)CC3)cc1F. RXN SMILES: [C:30]([O-:31])(=[O:32])[C:33]([O-:34])=[O:35].[CH2:47]1[O:48][CH2:49][CH2:50][CH2:51]1.[Cl:3][c:4]1[cH:5][c:6]2[c:7]3[c:8]([nH:9][c:10]2[cH:11][cH:12]1)[CH2:13][CH2:14][N:15]([CH3:17])[CH2:16]3.[F:18][c:19]1[cH:20][c:21]([CH:27]2[O:28][CH2:29]2)[cH:22][cH:23][c:24]1[O:25][CH3:26].[H-:1].[Na+:2].[O:42]=[CH:43][N:44]([CH3:45])[CH3:46].[OH:36][C:37]([C:38](=[O:39])[OH:40])=[O:41]>>[Cl:3][c:4]1[cH:5][c:6]2[c:7]3[c:8]([n:9]([CH2:29][CH:27]([c:21]4[cH:20][c:19]([F:18])[c:24]([O:25][CH3:26])[cH:23][cH:22]4)[OH:28])[c:10]2[cH:11][cH:12]1)[CH2:13][CH2:14][N:15]([CH3:17])[CH2:16]3. The reactants are ClCCl, CCOCC, Cl, CCC1(c2cc(C3(c4cccc(-c5cccnc5F)c4)N=C(N)N(C)C3=O)cs2)OCCO1, [Na+], [OH-]. Yields the product CCC(=O)c1cc(C2(c3cccc(-c4cccnc4F)c3)N=C(N)N(C)C2=O)cs1. RXN SMILES: [CH2:42]([Cl:43])[Cl:44].[CH3:36][CH2:37][O:38][CH2:39][CH3:40].[ClH:41].[NH2:1][C:2]1=[N:3][C:4]([c:9]2[cH:10][c:11](-[c:15]3[c:16]([F:21])[n:17][cH:18][cH:19][cH:20]3)[cH:12][cH:13][cH:14]2)([c:22]2[cH:23][s:24][c:25]([C:27]3([CH2:32][CH3:33])[O:28][CH2:31][CH2:30][O:29]3)[cH:26]2)[C:5](=[O:8])[N:6]1[CH3:7].[Na+:35].[OH-:34]>>[NH2:1][C:2]1=[N:3][C:4]([c:9]2[cH:10][c:11](-[c:15]3[c:16]([F:21])[n:17][cH:18][cH:19][cH:20]3)[cH:12][cH:13][cH:14]2)([c:22]2[cH:23][s:24][c:25]([C:27](=[O:28])[CH2:32][CH3:33])[cH:26]2)[C:5](=[O:8])[N:6]1[CH3:7]. Starting materials: CC1(OC(NC2=C1C=C(C=C2)B(O)O)=O)C ((4,4-dimethyl-1,4-dihydro-2-oxo-2H-3,1-benzoxazin-6-yl)boronic acid), BrC1=CC(=CC(=C1)F)F (1-bromo-3,5-difluorobenzene). Product: FC=1C=C(C=C(C1)F)C1=CC2=C(NC(OC2(C)C)=O)C=C1 (6-(3,5-difluoro-phenyl)-4,4-dimethyl-1,4-dihydrobenzo-[d][1,3]oxazin-2-one). As a reaction SMILES: [CH3:1][C:2]1([CH3:16])[C:7]2[CH:8]=[C:9](B(O)O)[CH:10]=[CH:11][C:6]=2[NH:5][C:4](=[O:15])[O:3]1.Br[C:18]1[CH:23]=[C:22]([F:24])[CH:21]=[C:20]([F:25])[CH:19]=1>>[F:24][C:22]1[CH:23]=[C:18]([C:9]2[CH:10]=[CH:11][C:6]3[NH:5][C:4](=[O:15])[O:3][C:2]([CH3:16])([CH3:1])[C:7]=3[CH:8]=2)[CH:19]=[C:20]([F:25])[CH:21]=1. Reported procedure: Prepared according to procedure B from (4,4-dimethyl-1,4-dihydro-2-oxo-2H-3,1-benzoxazin-6-yl)boronic acid and 1-bromo-3,5-difluorobenzene. A white solid: mp 218-219° C.; 1H-NMR (DMSO-d6) δ 10.4 (s, 1H), 7.67-7.65 (m, 2H), 7.49 (d, 2H, J=7.73 Hz), 7.19 (t, 1H, J=9.29 Hz), 6.96 (d, 1H, J=8.88 Hz), 1.7 (s, 61); MS (APCI) m/z 290 ([M+H]+, 100%); Anal. Calc. For C16H13F2NO2: C, 66.43; H, 4.53, N, 4.84. Found: C, 66.01; H, 4.46; N, 4.67.